From a dataset of the Open Reaction Database (ORD), a public repository of structured organic reaction records. describe an organic reaction: reactants, conditions, products, and yield Starting materials: N1(CCCC1)CCOC1=C(C(=O)OC)C=C(C=C1)C1=C(C2=C(S1)C=CC=C2)CC2=CC=C(C=C2)OCCN2CCCC2 (methyl 2-[2-(1-pyrrolidinyl)ethoxy]-5-[3-[4-[2-(1-pyrrolidinyl)ethoxy]benzyl]benzo[b]thiophen-2-yl]benzoate), C1CCOC1 (THF), [OH-].[Na+] (NaOH). Solvent: CO (MeOH). Yields the product [Na+].N1(CCCC1)CCOC1=C(C(=O)[O-])C=C(C=C1)C1=C(C2=C(S1)C=CC=C2)CC2=CC=C(C=C2)OCCN2CCCC2 (2-[2-(1-Pyrrolidinyl)ethoxy]-5-[3-[4-[2-(1-pyrrolidinyl)ethoxy]benzyl]benzo[b]thiophen-2-yl]benzoic Acid Sodium Salt). Isolated yield 81.0%. As a reaction SMILES: [N:1]1([CH2:6][CH2:7][O:8][C:9]2[CH:18]=[CH:17][C:16]([C:19]3[S:23][C:22]4[CH:24]=[CH:25][CH:26]=[CH:27][C:21]=4[C:20]=3[CH2:28][C:29]3[CH:34]=[CH:33][C:32]([O:35][CH2:36][CH2:37][N:38]4[CH2:42][CH2:41][CH2:40][CH2:39]4)=[CH:31][CH:30]=3)=[CH:15][C:10]=2[C:11]([O:13]C)=[O:12])[CH2:5][CH2:4][CH2:3][CH2:2]1.C1COCC1.[OH-].[Na+:49]>CO>[Na+:49].[N:1]1([CH2:6][CH2:7][O:8][C:9]2[CH:18]=[CH:17][C:16]([C:19]3[S:23][C:22]4[CH:24]=[CH:25][CH:26]=[CH:27][C:21]=4[C:20]=3[CH2:28][C:29]3[CH:30]=[CH:31][C:32]([O:35][CH2:36][CH2:37][N:38]4[CH2:39][CH2:40][CH2:41][CH2:42]4)=[CH:33][CH:34]=3)=[CH:15][C:10]=2[C:11]([O-:13])=[O:12])[CH2:5][CH2:4][CH2:3][CH2:2]1 |f:2.3,5.6|. Reported procedure: The title compound was prepared in 81% yield from methyl 2-[2-(1-pyrrolidinyl)ethoxy]-5-[3-[4-[2-(1-pyrrolidinyl)ethoxy]benzyl]benzo[b]thiophen-2-yl]benzoate (Part C) by saponification of a stirred solution (about 10% w/v) in 1:1 THF:MeOH with 1 N NaOH (1 equivalent) at room temperature (about 22 h). The reaction mixture was evaporated under reduced pressure and dried in a vacuum oven over P2O5 to provide the acid salt. As a reaction SMILES: [Cl:1][C:2]1[CH:3]=[CH:4][C:5]2[O:14][C:13]3[C:12](=[O:15])[CH:11]=[C:10]([C:16]([O:18]C)=[O:17])[NH:9][C:8]=3[C:7](=[O:20])[C:6]=2[CH:21]=1>[OH-].[Na+]>[Cl:1][C:2]1[CH:3]=[CH:4][C:5]2[O:14][C:13]3[C:12](=[O:15])[CH:11]=[C:10]([C:16]([OH:18])=[O:17])[NH:9][C:8]=3[C:7](=[O:20])[C:6]=2[CH:21]=1 |f:1.2|. Product: ClC=1C=CC2=C(C(C=3NC(=CC(C3O2)=O)C(=O)O)=O)C1 (8-Chloro-4,10-dihydro-4,10-dioxo-1H-1-benzopyrano[3,2-b]pyridine-2-carboxylic acid). The reactants are ClC=1C=CC2=C(C(C=3NC(=CC(C3O2)=O)C(=O)OC)=O)C1 (methyl 8-chloro-4,10-dihydro-4,10-dioxo-1H-1-benzopyrano[3,2-b]pyridine-2-carboxylate). Procedure: A suspension of methyl 8-chloro-4,10-dihydro-4,10-dioxo-1H-1-benzopyrano[3,2-b]pyridine-2-carboxylate (1 g, 0.0034 mole) in 1N sodium hydroxide solution (20 ml) was stirred at room temperature for 24 hrs. The solid was filtered off, washed with water, with acetone, and suspended in 5N hydrochloric acid. The product was filtered off, washed with water, with acetone, and sucked dry. Recrystallization from DMF gave white crystals (0.775 g, 81%), m.p. 290°-320° (dec.). The solvent is [OH-].[Na+] (sodium hydroxide). The yield is 78.2%. Conditions: time 24 hour. The reactants are C, [I-], CCCCCC(C)(CC=CC1CCC(O)C1CCSc1nc(C(=O)O)cs1)OC1CCCCO1. Yields the product CCCCCC(C)(CC=CC1CCC(O)C1CCSc1nc(C(=O)OC)cs1)OC1CCCCO1. RXN SMILES: [CH4:36].[I-:35].[OH:1][CH:2]1[CH:3]([CH2:24][CH2:25][S:26][c:27]2[s:28][cH:29][c:30]([C:32](=[O:33])[OH:34])[n:31]2)[CH:4]([CH:7]=[CH:8][CH2:9][C:10]([CH2:11][CH2:12][CH2:13][CH2:14][CH3:15])([O:16][CH:17]2[O:18][CH2:19][CH2:20][CH2:21][CH2:22]2)[CH3:23])[CH2:5][CH2:6]1>>[OH:1][CH:2]1[CH:3]([CH2:24][CH2:25][S:26][c:27]2[s:28][cH:29][c:30]([C:32](=[O:33])[O:34][CH3:36])[n:31]2)[CH:4]([CH:7]=[CH:8][CH2:9][C:10]([CH2:11][CH2:12][CH2:13][CH2:14][CH3:15])([O:16][CH:17]2[O:18][CH2:19][CH2:20][CH2:21][CH2:22]2)[CH3:23])[CH2:5][CH2:6]1.